This data is from the Open Reaction Database (ORD), a public repository of structured organic reaction records. The task is: describe an organic reaction: reactants, conditions, products, and yield Reactants: N1N=CC=2C(=CC=CC12)C(=O)OC (methyl 1H-indazole-4-carboxylate), [H-].[Na+] (sodium hydride), CN(C)C=O (DMF), CI (methyl iodide). Solvent: O (water). Conditions: time 20 minute. The product is CN1N=CC=2C(=CC=CC12)C(=O)OC (methyl 1-methyl-1H-indazole-4-carboxylate), CN1N=C2C=CC=C(C2=C1)C(=O)OC (methyl 2-methyl-2H-indazole-4-carboxylate). RXN SMILES: [H-].[Na+].[CH3:3][N:4]([CH:6]=O)[CH3:5].[NH:8]1[C:16]2[CH:15]=[CH:14][CH:13]=[C:12]([C:17]([O:19][CH3:20])=[O:18])[C:11]=2[CH:10]=[N:9]1.CI>O>[CH3:5][N:4]1[C:6]2[CH:15]=[CH:14][CH:13]=[C:12]([C:17]([O:19][CH3:20])=[O:18])[C:11]=2[CH:16]=[N:8]1.[CH3:3][N:9]1[CH:10]=[C:11]2[C:16]([CH:15]=[CH:14][CH:13]=[C:12]2[C:17]([O:19][CH3:20])=[O:18])=[N:8]1 |f:0.1|. Reported procedure: To a mixture of sodium hydride (522 mg) and DMF (30 ml) was added methyl 1H-indazole-4-carboxylate (2.0 g) under ice-cooling, followed by stirring for 20 minutes. To the reaction mixture was added methyl iodide (1.41 ml), followed by stirring under ice-cooling for 30 minutes, and further at room temperature for 1 hour. The reaction mixture was ice-cooled, and water (100 ml) was added thereto, followed by stirring for 15 minutes. The insolubles were removed by filtration and the filtrate was extr... Starting materials: COc1ccc(C(=O)N2CCN(CCCl)CC2)cc1OC, CS(C)=O, [H-], [Na+], COc1cc2nc(C(=O)Nc3ccccn3)[nH]c2cc1OC. Product: COc1ccc(C(=O)N2CCN(CCn3c(C(=O)Nc4ccccn4)nc4cc(OC)c(OC)cc43)CC2)cc1OC. As a reaction SMILES: [CH3:25][O:26][c:27]1[cH:28][c:29]([C:30](=[O:31])[N:32]2[CH2:33][CH2:34][N:35]([CH2:38][CH2:39][Cl:40])[CH2:36][CH2:37]2)[cH:41][cH:42][c:43]1[O:44][CH3:45].[CH3:46][S:47]([CH3:48])=[O:49].[H-:23].[Na+:24].[n:1]1[c:2]([NH:7][C:8](=[O:9])[c:10]2[nH:11][c:12]3[c:13]([n:14]2)[cH:15][c:16]([O:21][CH3:22])[c:17]([O:19][CH3:20])[cH:18]3)[cH:3][cH:4][cH:5][cH:6]1>>[n:1]1[c:2]([NH:7][C:8](=[O:9])[c:10]2[n:11]([CH2:39][CH2:38][N:35]3[CH2:34][CH2:33][N:32]([C:30]([c:29]4[cH:28][c:27]([O:26][CH3:25])[c:43]([O:44][CH3:45])[cH:42][cH:41]4)=[O:31])[CH2:37][CH2:36]3)[c:12]3[c:13]([n:14]2)[cH:15][c:16]([O:21][CH3:22])[c:17]([O:19][CH3:20])[cH:18]3)[cH:3][cH:4][cH:5][cH:6]1. Reaction SMILES: [Br:1][c:2]1[cH:3][cH:4][c:5]([C:8](=[O:9])[N:10]2[CH2:11][CH:12]([c:15]3[cH:16][cH:17][cH:18][cH:19][cH:20]3)[CH2:13][CH2:14]2)[cH:6][cH:7]1.[CH3:124][CH2:125][OH:126].[CH3:40][c:41]1[cH:42][cH:43][cH:44][cH:45][cH:46]1.[F:21][C:22]([c:23]1[c:24]([B:29]([OH:30])[OH:31])[cH:25][cH:26][cH:27][cH:28]1)([F:32])[F:33].[Na+:34].[Na+:35].[O-:36][C:37](=[O:38])[O-:39].[cH:47]1[cH:48][cH:49][c:50]([P:51]([Pd:52]([P:53]([c:54]2[cH:55][cH:56][cH:57][cH:58][cH:59]2)([c:60]2[cH:61][cH:62][cH:63][cH:64][cH:65]2)[c:66]2[cH:67][cH:68][cH:69][cH:70][cH:71]2)([P:72]([c:73]2[cH:74][cH:75][cH:76][cH:77][cH:78]2)([c:79]2[cH:80][cH:81][cH:82][cH:83][cH:84]2)[c:85]2[cH:86][cH:87][cH:88][cH:89][cH:90]2)[P:91]([c:92]2[cH:93][cH:94][cH:95][cH:96][cH:97]2)([c:98]2[cH:99][cH:100][cH:101][cH:102][cH:103]2)[c:104]2[cH:105][cH:106][cH:107][cH:108][cH:109]2)([c:110]2[cH:111][cH:112][cH:113][cH:114][cH:115]2)[c:116]2[cH:117][cH:118][cH:119][cH:120][cH:121]2)[cH:122][cH:123]1>>[c:2]1(-[c:24]2[c:23]([C:22]([F:21])([F:32])[F:33])[cH:28][cH:27][cH:26][cH:25]2)[cH:3][cH:4][c:5]([C:8](=[O:9])[N:10]2[CH2:11][CH:12]([c:15]3[cH:16][cH:17][cH:18][cH:19][cH:20]3)[CH2:13][CH2:14]2)[cH:6][cH:7]1. The reactants are O=C(c1ccc(Br)cc1)N1CCC(c2ccccc2)C1, CCO, Cc1ccccc1, OB(O)c1ccccc1C(F)(F)F, [Na+], [Na+], O=C([O-])[O-], c1ccc(P(c2ccccc2)(c2ccccc2)[Pd](P(c2ccccc2)(c2ccccc2)c2ccccc2)(P(c2ccccc2)(c2ccccc2)c2ccccc2)P(c2ccccc2)(c2ccccc2)c2ccccc2)cc1. Product: O=C(c1ccc(-c2ccccc2C(F)(F)F)cc1)N1CCC(c2ccccc2)C1. The reactants are COC(C1=C(N=CC(=C1)F)OC)=O (5-fluoro-2-methoxy-nicotinic acid methyl ester), [H-].[Al+3].[Li+].[H-].[H-].[H-] (lithium aluminum hydride). Run in O1CCCC1 (tetrahydrofuran). The product is FC=1C=C(C(=NC1)OC)CO ((5-fluoro-2-methoxy-pyridin-3-yl)-methanol). Yield: 94.3%. Reaction SMILES: C[O:2][C:3](=O)[C:4]1[CH:9]=[C:8]([F:10])[CH:7]=[N:6][C:5]=1[O:11][CH3:12].[H-].[Al+3].[Li+].[H-].[H-].[H-]>O1CCCC1>[F:10][C:8]1[CH:9]=[C:4]([CH2:3][OH:2])[C:5]([O:11][CH3:12])=[N:6][CH:7]=1 |f:1.2.3.4.5.6|. Procedure: To 5-fluoro-2-methoxy-nicotinic acid methyl ester (35, 10 g, 54.0 mmol) in 200 mL of tetrahydrofuran, lithium aluminum hydride (81 mL, 1 M in tetrahydrofuran, 81 mmol) was added dropwise at −78° C. and stirred for several hours. The reaction was quenched with dropwise addition of 3 mL water, 3 mL of 15% aqueous sodium hydroxide, and 10 mL of water sequentially, then 200 mL of methyl t-butyl ether was added. Solids were filtered out and the filtrate concentrated under vacuum to provide the desire... Reactants: C(C1=CC=CC=C1)N1CCC(CC1)NC(C1=C(C=C(C(=C1)[N+](=O)[O-])NC(C)=O)OC(C)=O)=O (N-(1-benzylpiperid-4-yl)-2-acetoxy-4-acetamido-5-nitrobenzamide), Cl (hydrochloric acid), [OH-].[Na+] (sodium hydroxide), C(C)O (ethanol). The solvent is O (water), O (water). The product is C(C1=CC=CC=C1)N1CCC(CC1)NC(C1=C(C=C(C(=C1)[N+](=O)[O-])NC(C)=O)O)=O (N-(1-benzylpiperid-4-yl)-2-hydroxy-4-acetamido-5-nitrobenzamide). Isolated yield 86.0%. RXN SMILES: [CH2:1]([N:8]1[CH2:13][CH2:12][CH:11]([NH:14][C:15](=[O:33])[C:16]2[CH:21]=[C:20]([N+:22]([O-:24])=[O:23])[C:19]([NH:25][C:26](=[O:28])[CH3:27])=[CH:18][C:17]=2[O:29]C(=O)C)[CH2:10][CH2:9]1)[C:2]1[CH:7]=[CH:6][CH:5]=[CH:4][CH:3]=1.[OH-].[Na+].C(O)C.Cl>O>[CH2:1]([N:8]1[CH2:13][CH2:12][CH:11]([NH:14][C:15](=[O:33])[C:16]2[CH:21]=[C:20]([N+:22]([O-:24])=[O:23])[C:19]([NH:25][C:26](=[O:28])[CH3:27])=[CH:18][C:17]=2[OH:29])[CH2:10][CH2:9]1)[C:2]1[CH:3]=[CH:4][CH:5]=[CH:6][CH:7]=1 |f:1.2|. Reported procedure: A mixture of N-(1-benzylpiperid-4-yl)-2-acetoxy-4-acetamido-5-nitrobenzamide (1.4 g; 0.0031 moles) [prepared by the procedure described in Example 1], sodium hydroxide (0.3 g; 0.0062 moles), water (25 ml) and ethanol (12.5 ml) was boiled under reflux for 3 hours. Then the mixture was diluted with water, neutralized with diluted hydrochloric acid and the solid filtered off, washed with water and diethyl ether to give 1.1 g of N-(1-benzylpiperid-4-yl)-2-hydroxy-4-acetamido-5-nitrobenzamide, m.p. 2... The reactants are 115, ClC1=C(C=C)C=CC=C1 (o-chlorostyrene), ClCCC1=CC=CC=C1 (o-chloroethylbenzene), 652, 78, P(O)(O)(O)=O (phosphoric acid), O.S(O)(O)(=O)=O (sulfuric acid monohydrate), 90, C=CC1=CC=CC=C1 (styrene), ClC1=C(C=C)C=CC=C1 (o-chlorostyrene), ClCCC1=CC=CC=C1 (o-chloroethylbenzene). The product is CC1CC(C2=CC=CC=C12)C1=CC=CC=C1 (1-methyl-3-phenylindan), 1-methyl-3-(o-chloro)-phenyl-7-chloroindan. RXN SMILES: Cl[C:2]1[CH:9]=[CH:8][CH:7]=[CH:6][C:3]=1[CH:4]=[CH2:5].Cl[CH2:11][CH2:12][C:13]1[CH:18]=[CH:17][CH:16]=[CH:15][CH:14]=1.P(=O)(O)(O)O.O.S(=O)(=O)(O)O.C=CC1C=CC=CC=1>>[CH3:11][CH:12]1[C:13]2[C:18](=[CH:17][CH:16]=[CH:15][CH:14]=2)[CH:4]([C:3]2[CH:6]=[CH:7][CH:8]=[CH:9][CH:2]=2)[CH2:5]1 |f:3.4|. Reported procedure: A mixture of 115 parts of o-chlorostyrene and 35 parts of o-chloroethylbenzene is added to a mixture of 652 parts of 78 per cent strength by weight phosphoric acid and 20 parts of sulfuric acid monohydrate at 30° to 35° C, whilst stirring vigorously. A mixture of 90 parts of styrene, 115 parts of o-chlorostyrene and 35 parts of o-chloroethylbenzene is then added at 30° to 35° C over 5 hours. After completion of the addition, the mixture is stirred for a further 2 hours and the organic phase is s... The reactants are CN(C)c1ccncc1, COc1cc2nccc(Cl)c2cc1OC, Clc1ccccc1Cl, O, Cc1cc2ncncc2cc1O. The product is COc1cc2nccc(Oc3cc4cncnc4cc3C)c2cc1OC. Reaction SMILES: [CH3:29][N:30]([CH3:31])[c:32]1[cH:33][cH:34][n:35][cH:36][cH:37]1.[Cl:13][c:14]1[cH:15][cH:16][n:17][c:18]2[cH:19][c:20]([O:26][CH3:27])[c:21]([O:24][CH3:25])[cH:22][c:23]12.[Cl:38][c:39]1[cH:40][cH:41][cH:42][cH:43][c:44]1[Cl:45].[OH2:28].[OH:1][c:2]1[cH:3][c:4]2[cH:5][n:6][cH:7][n:8][c:9]2[cH:10][c:11]1[CH3:12]>>[O:1]([c:2]1[cH:3][c:4]2[cH:5][n:6][cH:7][n:8][c:9]2[cH:10][c:11]1[CH3:12])[c:14]1[cH:15][cH:16][n:17][c:18]2[cH:19][c:20]([O:26][CH3:27])[c:21]([O:24][CH3:25])[cH:22][c:23]12.